The task is: describe an organic reaction: reactants, conditions, products, and yield. This data is from the Open Reaction Database (ORD), a public repository of structured organic reaction records. The reactants are CCOCc1nc2cnc3ccccc3c2n1CC1(O)CCN(C(=O)OC(C)(C)C)CC1, ClCCl, [Na+], [OH-], O, O=C(O)C(F)(F)F. Yields the product CCOCc1nc2cnc3ccccc3c2n1CC1(O)CCNCC1. RXN SMILES: [CH2:8]([CH3:9])[O:10][CH2:11][c:12]1[n:13]([CH2:25][C:26]2([OH:39])[CH2:27][CH2:28][N:29]([C:32]([O:33][C:34]([CH3:35])([CH3:36])[CH3:37])=[O:38])[CH2:30][CH2:31]2)[c:14]2[c:15]([cH:16][n:17][c:18]3[cH:19][cH:20][cH:21][cH:22][c:23]23)[n:24]1.[Cl:42][CH2:43][Cl:44].[Na+:41].[OH-:40].[OH2:45].[OH:1][C:2]([C:3]([F:4])([F:5])[F:6])=[O:7]>>[CH2:8]([CH3:9])[O:10][CH2:11][c:12]1[n:13]([CH2:25][C:26]2([OH:39])[CH2:27][CH2:28][NH:29][CH2:30][CH2:31]2)[c:14]2[c:15]([cH:16][n:17][c:18]3[cH:19][cH:20][cH:21][cH:22][c:23]23)[n:24]1. The reactants are O=C1N(C(C2=CC=CC=C12)=O)CCOCCOCCOCCC(=O)OC(C)(C)C (tert-butyl 3-(2-(2-(2-(1,3-dioxoisoindolin-2-yl)ethoxy)ethoxy)ethoxy)propanoate), O=C1N(C(C2=CC=CC=C12)=O)CCOCCOCCOCCC(=O)OC(C)(C)C (tert-butyl 3-(2-(2-(2-(1,3-dioxoisoindolin-2-yl)ethoxy)ethoxy)ethoxy)propanoate). Run in FC(C(=O)O)(F)F (2,2,2-trifluoroacetic acid). Run at time 40 minute. The product is O=C1N(C(C2=CC=CC=C12)=O)CCOCCOCCOCCC(=O)O (3-(2-(2-(2-(1,3-dioxoisoindolin-2-yl)ethoxy)ethoxy)ethoxy)propanoic acid). Yield: 85.1%. As a reaction SMILES: [O:1]=[C:2]1[C:10]2[C:5](=[CH:6][CH:7]=[CH:8][CH:9]=2)[C:4](=[O:11])[N:3]1[CH2:12][CH2:13][O:14][CH2:15][CH2:16][O:17][CH2:18][CH2:19][O:20][CH2:21][CH2:22][C:23]([O:25]C(C)(C)C)=[O:24]>FC(F)(F)C(O)=O>[O:1]=[C:2]1[C:10]2[C:5](=[CH:6][CH:7]=[CH:8][CH:9]=2)[C:4](=[O:11])[N:3]1[CH2:12][CH2:13][O:14][CH2:15][CH2:16][O:17][CH2:18][CH2:19][O:20][CH2:21][CH2:22][C:23]([OH:25])=[O:24]. Reported procedure: Into a 10-mL round-bottom flask purged and maintained with an inert atmosphere of nitrogen, was placed a solution of tert-butyl 3-(2-(2-(2-(1,3-dioxoisoindolin-2-yl)ethoxy)ethoxy)ethoxy)propanoate (intermediate 179.3) (1.5 g, 3.68 mmol, 1.00 equiv) in neat 2,2,2-trifluoroacetic acid (TFA; 2.0 mL). The resulting solution was stirred for 40 min at ambient temperature. Excess TFA was removed under vacuum to afford a pale-yellow oil residue which was purified on a silica gel column eluting with ethy... Starting materials: C=COC(C)=O, C1COCCO1, CC(O)c1nccc(=O)[nH]1. Product: CC(=O)OC(C)c1nccc(=O)[nH]1. RXN SMILES: [CH3:1][C:2](=[O:3])[O:4][CH:5]=[CH2:6].[O:17]1[CH2:18][CH2:19][O:20][CH2:21][CH2:22]1.[OH:7][CH:8]([CH3:9])[c:10]1[n:11][cH:12][cH:13][c:14](=[O:16])[nH:15]1>>[CH3:1][C:2](=[O:3])[O:4][CH:5]([CH3:6])[c:10]1[n:11][cH:12][cH:13][c:14](=[O:16])[nH:15]1. Starting materials: NC=1SC=C(N1)C(C(=O)NC1C2SCC(=C(N2C1=O)C(=O)OC(C1=CC=CC=C1)C1=CC=CC=C1)C=COS(=O)(=O)C1=CC=C(C)C=C1)=NOC (7-[2-(2-amino-thiazol-4-yl)-2-methoxyimino-acetamido]-2-benzhydryloxycarbonyl-8-oxo-3-(2-tosyloxyvinyl)-5-thia-1-aza-bicyclo[4.2.0]oct-2-ene), C(=O)O (formic acid). Procedure details: A mixture of 7-[2-(2-amino-thiazol-4-yl)-2-methoxyimino-acetamido]-2-benzhydryloxycarbonyl-8-oxo-3-(2-tosyloxyvinyl)-5-thia-1-aza-bicyclo[4.2.0]oct-2-ene (syn isomer, E-form) (0.35 g), formic acid (10 cc) and water (3 cc) is stirred at 50° C. for 30 minutes. Water (8 cc) is then added, and the mixture is filtered and concentrated to dryness at 30° C. under 0.05 mm Hg (0.007 kPa). The residue is taken up in ethanol (2×20 cc), and in each case the mixture is concentrated to dryness at 20° C. under... Isolated yield 44.1%. As a reaction SMILES: [NH2:1][C:2]1[S:3][CH:4]=[C:5]([C:7](=[N:49][O:50][CH3:51])[C:8]([NH:10][CH:11]2[C:18](=[O:19])[N:17]3[CH:12]2[S:13][CH2:14][C:15]([CH:36]=[CH:37][O:38][S:39]([C:42]2[CH:48]=[CH:47][C:45]([CH3:46])=[CH:44][CH:43]=2)(=[O:41])=[O:40])=[C:16]3[C:20]([O:22]C(C2C=CC=CC=2)C2C=CC=CC=2)=[O:21])=[O:9])[N:6]=1.C(O)=O>O>[NH2:1][C:2]1[S:3][CH:4]=[C:5]([C:7](=[N:49][O:50][CH3:51])[C:8]([NH:10][CH:11]2[C:18](=[O:19])[N:17]3[CH:12]2[S:13][CH2:14][C:15]([CH:36]=[CH:37][O:38][S:39]([C:42]2[CH:43]=[CH:44][C:45]([CH3:46])=[CH:47][CH:48]=2)(=[O:40])=[O:41])=[C:16]3[C:20]([OH:22])=[O:21])=[O:9])[N:6]=1. Reaction conditions: temperature 50 celsius, time 30 minute. The product is NC=1SC=C(N1)C(C(=O)NC1C2SCC(=C(N2C1=O)C(=O)O)C=COS(=O)(=O)C1=CC=C(C)C=C1)=NOC (7-[2-(2-amino-thiazol-4-yl)-2-methoxyimino-acetamido]-2-carboxy-8-oxo-3-(2-tosyloxyvinyl)-5-thia-1-aza-bicyclo[4.2.0]oct-2-ene). Run in O (water), O (Water). Reactants: ClC1=CC=C(N=N1)N1CCC(CC1)N1CCC2=CC=C(C=C12)F (1-(1-(6-chloropyridazin-3-yl)piperidin-4-yl)-6-fluoroindoline), CN1N=CC(=C1)B1OC(C)(C)C(C)(C)O1 (1-methylpyrazole-4-boronic acid pinacol ester), C(=O)([O-])[O-].[K+].[K+] (K2CO3). Reagents/catalysts: C=1C=CC(=CC1)[P](C=2C=CC=CC2)(C=3C=CC=CC3)[Pd]([P](C=4C=CC=CC4)(C=5C=CC=CC5)C=6C=CC=CC6)([P](C=7C=CC=CC7)(C=8C=CC=CC8)C=9C=CC=CC9)[P](C=1C=CC=CC1)(C=1C=CC=CC1)C=1C=CC=CC1 (Pd(PPh3)4). Run at temperature 100 celsius. Yields the product FC1=CC=C2CCN(C2=C1)C1CCN(CC1)C=1N=NC(=CC1)C=1C=NN(C1)C (6-fluoro-1-(1-(6-(1-methyl-1H-pyrazol-4-yl)pyridazin-3-yl)piperidin-4-yl)indoline). Reaction SMILES: Cl[C:2]1[N:7]=[N:6][C:5]([N:8]2[CH2:13][CH2:12][CH:11]([N:14]3[C:22]4[C:17](=[CH:18][CH:19]=[C:20]([F:23])[CH:21]=4)[CH2:16][CH2:15]3)[CH2:10][CH2:9]2)=[CH:4][CH:3]=1.[CH3:24][N:25]1[CH:29]=[C:28](B2OC(C)(C)C(C)(C)O2)[CH:27]=[N:26]1.C([O-])([O-])=O.[K+].[K+]>C1C=CC([P]([Pd]([P](C2C=CC=CC=2)(C2C=CC=CC=2)C2C=CC=CC=2)([P](C2C=CC=CC=2)(C2C=CC=CC=2)C2C=CC=CC=2)[P](C2C=CC=CC=2)(C2C=CC=CC=2)C2C=CC=CC=2)(C2C=CC=CC=2)C2C=CC=CC=2)=CC=1>[F:23][C:20]1[CH:21]=[C:22]2[C:17]([CH2:16][CH2:15][N:14]2[CH:11]2[CH2:12][CH2:13][N:8]([C:5]3[N:6]=[N:7][C:2]([C:28]4[CH:27]=[N:26][N:25]([CH3:24])[CH:29]=4)=[CH:3][CH:4]=3)[CH2:9][CH2:10]2)=[CH:18][CH:19]=1 |f:2.3.4,^1:48,50,69,88|. Procedure: In a two-neck flask was placed 1-(1-(6-chloropyridazin-3-yl)piperidin-4-yl)-6-fluoroindoline, prepared as in STEP 3 above (2.33 g, 7 mmol, 1 equiv), 1-methylpyrazole-4-boronic acid pinacol ester (1.75 g, 8.4 mmol, 1.2 equiv), K2CO3 (3.86 g, 28 mmol, 4.0 equiv), and Pd(PPh3)4 (809 mg, 0.7 mmol, 0.1 equiv). The resulting mixture was degassed and refilled with N2 (3 times). 1,4-Dioxane/H2O (30 mL/6 mL) was added and the resulting mixture was heated at 100° C. for 3 h. The resulting mixture was pour...